Dataset: the Open Reaction Database (ORD), a public repository of structured organic reaction records. Task: describe an organic reaction: reactants, conditions, products, and yield The reactants are NN1SC(=CN1)C=1N(C(=CN1)[N+](=O)[O-])C (2-(2-amino-5-thiadiazolyl)-1-methyl- 5-nitroimidazole), C=O (formaldehyde). Product: OCNN1SC(=CN1)C=1N(C(=CN1)[N+](=O)[O-])C (2-(2-Hydroxymethylamino-5-thiadiazolyl)-1-methyl-5-nitroimidazole). Reaction SMILES: [NH2:1][N:2]1[NH:6][CH:5]=[C:4]([C:7]2[N:8]([CH3:15])[C:9]([N+:12]([O-:14])=[O:13])=[CH:10][N:11]=2)[S:3]1.[CH2:16]=[O:17]>>[OH:17][CH2:16][NH:1][N:2]1[NH:6][CH:5]=[C:4]([C:7]2[N:8]([CH3:15])[C:9]([N+:12]([O-:14])=[O:13])=[CH:10][N:11]=2)[S:3]1. Reported procedure: A suspension of 5 g. of 2-(2-amino-5-thiadiazolyl)-1-methyl- 5-nitroimidazole in 200 ml. of 36% aqueous formaldehyde solution is stirred for 20 hours at room temperature. The suspension is cooled in ice, and the insoluble solid is collected by filtration and washed with acetone. The yield of the title compound is 6.15 g., melting point 177° C. with decomposition (rapid heating). Starting materials: CCCCCC, [Cl-], [Li]CCCC, [Na+], OCCSC1CCCCO1, C1CCOC1, O=C(O)CCl. Product: O=C(O)COCCSC1CCCCO1. RXN SMILES: [CH3:21][CH2:22][CH2:23][CH2:24][CH2:25][CH3:26].[Cl-:33].[Li:6][CH2:7][CH2:8][CH2:9][CH3:10].[Na+:32].[O:11]1[CH:12]([S:17][CH2:18][CH2:19][OH:20])[CH2:13][CH2:14][CH2:15][CH2:16]1.[O:27]1[CH2:28][CH2:29][CH2:30][CH2:31]1.[OH:1][C:2](=[O:3])[CH2:4][Cl:5]>>[OH:1][C:2](=[O:3])[CH2:4][O:20][CH2:19][CH2:18][S:17][CH:12]1[O:11][CH2:16][CH2:15][CH2:14][CH2:13]1. The reactants are ClCCl, O=C(O)C(F)(F)F, CCCC(C)COc1ccc(C(NC(=O)OC(C)(C)C)C(C)(C)O)cc1. Yields the product O=C(O)C(F)(F)F, CCCC(C)COc1ccc(C(N)C(C)(C)O)cc1. RXN SMILES: [Cl:34][CH2:35][Cl:36].[F:27][C:28]([C:29](=[O:30])[OH:31])([F:32])[F:33].[OH:1][C:2]([CH:3]([c:4]1[cH:5][cH:6][c:7]([O:10][CH2:11][CH:12]([CH2:13][CH2:14][CH3:15])[CH3:16])[cH:8][cH:9]1)[NH:17][C:18](=[O:19])[O:20][C:21]([CH3:22])([CH3:23])[CH3:24])([CH3:25])[CH3:26]>>[F:27][C:28]([C:29](=[O:30])[OH:31])([F:32])[F:33].[OH:1][C:2]([CH:3]([c:4]1[cH:5][cH:6][c:7]([O:10][CH2:11][CH:12]([CH2:13][CH2:14][CH3:15])[CH3:16])[cH:8][cH:9]1)[NH2:17])([CH3:25])[CH3:26]. Reactants: [Al+3], [Cl-], [Cl-], [Cl-], COc1cccc(Oc2ccc(Cl)cc2Cl)c1, Clc1ccccc1. The product is Oc1cccc(Oc2ccc(Cl)cc2Cl)c1. RXN SMILES: [Al+3:19].[Cl-:18].[Cl-:20].[Cl-:21].[Cl:1][c:2]1[c:3]([O:4][c:5]2[cH:6][c:7]([O:11][CH3:12])[cH:8][cH:9][cH:10]2)[cH:13][cH:14][c:15]([Cl:17])[cH:16]1.[Cl:22][c:23]1[cH:24][cH:25][cH:26][cH:27][cH:28]1>>[Cl:1][c:2]1[c:3]([O:4][c:5]2[cH:6][c:7]([OH:11])[cH:8][cH:9][cH:10]2)[cH:13][cH:14][c:15]([Cl:17])[cH:16]1. Reactants: [Si](C)(C)(C)I (TMSI), O1CCC2=C1C=CC(=C2)C2(CC2)C(=O)NC2=CC(=CC(=N2)C=2C(=NC=CC2)OC)C (1-(2,3-dihydrobenzofuran-5-yl)-N-(2′-methoxy-4-methyl-2,3′-bipyridin-6-yl)cyclopropanecarboxamide), CO (MeOH). The solvent is CC#N (CH3CN). Reaction conditions: temperature 50 celsius, time 30 minute. Yields the product O1CCC2=C1C=CC(=C2)C2(CC2)C(=O)NC2=NC(=CC(=C2)C)C=2C(NC=CC2)=O (1-(2,3-dihydrobenzofuran-5-yl)-N-(4-methyl-6-(2-oxo-1,2-dihydropyridin-3-yl)pyridin-2-yl)cyclopropanecarboxamide). As a reaction SMILES: [O:1]1[C:5]2[CH:6]=[CH:7][C:8]([C:10]3([C:13]([NH:15][C:16]4[N:21]=[C:20]([C:22]5[C:23]([O:28]C)=[N:24][CH:25]=[CH:26][CH:27]=5)[CH:19]=[C:18]([CH3:30])[CH:17]=4)=[O:14])[CH2:12][CH2:11]3)=[CH:9][C:4]=2[CH2:3][CH2:2]1.[Si](I)(C)(C)C.CO>CC#N>[O:1]1[C:5]2[CH:6]=[CH:7][C:8]([C:10]3([C:13]([NH:15][C:16]4[CH:17]=[C:18]([CH3:30])[CH:19]=[C:20]([C:22]5[C:23](=[O:28])[NH:24][CH:25]=[CH:26][CH:27]=5)[N:21]=4)=[O:14])[CH2:12][CH2:11]3)=[CH:9][C:4]=2[CH2:3][CH2:2]1. Reported procedure: To a suspension of 1-(2,3-dihydrobenzofuran-5-yl)-N-(2′-methoxy-4-methyl-2,3′-bipyridin-6-yl)cyclopropanecarboxamide (69 mg, 0.17 mmol) in CH3CN (2.5 mL) was added TMSI (49 uL, 0.34 mmol) dropwise at 20° C. The reaction was stirred at 50° C. for 30 min. MeOH (1.0 mL) was added and the solution was evaporated to dryness. The residue was re-dissolved in DCM-EtOAc (1:3) before it was washed with NaHSO3 (2×) and brine. The organics were dried over MgSO4 and evaporated to dryness. The crude material ... Starting materials: CCCCSc1ccccc1-c1ccc2c(c1)C=C(C(=O)OC)CCS2(=O)=O, COCCOC, Cl. Yields the product CCCCSc1ccccc1-c1ccc2c(c1)C=C(C(=O)O)CCS2(=O)=O. As a reaction SMILES: [CH3:1][CH2:2][CH2:3][CH2:4][S:5][c:6]1[c:7](-[c:12]2[cH:13][cH:14][c:15]3[c:16]([cH:28]2)[CH:17]=[C:18]([C:24](=[O:25])[O:26][CH3:27])[CH2:19][CH2:20][S:21]3(=[O:22])=[O:23])[cH:8][cH:9][cH:10][cH:11]1.[CH3:29][O:30][CH2:31][CH2:32][O:33][CH3:34].[ClH:35]>>[CH3:1][CH2:2][CH2:3][CH2:4][S:5][c:6]1[c:7](-[c:12]2[cH:13][cH:14][c:15]3[c:16]([cH:28]2)[CH:17]=[C:18]([C:24](=[O:25])[OH:26])[CH2:19][CH2:20][S:21]3(=[O:22])=[O:23])[cH:8][cH:9][cH:10][cH:11]1. Reactants: FC(C(=O)O)(F)F (Trifluoroacetic acid), C(C)(C)(C)OC(NC=1C=NC2=CC=C(N=C2C1)OC)=O ((6-methoxy-[1,5]naphthyridine-3-yl)-carbamic acid tert-butyl ester). Solvent: ClCCl (dichloromethane). Run at time 19 hour. Product: NC=1C=NC2=CC=C(N=C2C1)OC (3-amino-6-methoxy-[1,5]naphthyridine). The yield is 21.1%. RXN SMILES: FC(F)(F)C(O)=O.C(OC(=O)[NH:14][C:15]1[CH:16]=[N:17][C:18]2[C:23]([CH:24]=1)=[N:22][C:21]([O:25][CH3:26])=[CH:20][CH:19]=2)(C)(C)C>ClCCl>[NH2:14][C:15]1[CH:16]=[N:17][C:18]2[C:23]([CH:24]=1)=[N:22][C:21]([O:25][CH3:26])=[CH:20][CH:19]=2. Reported procedure: Trifluoroacetic acid (101 mL, 1.32 mol, 20.85 eq) is added to a stirred solution of (6-methoxy-[1,5]naphthyridine-3-yl)-carbamic acid tert-butyl ester (18.2 g, 66.11 mmol, 1.0 eq) in dichloromethane (500 mL). After 19 hours stirring at room temperature, the solution is evaporated to dryness, 6N sodium hydroxide aqueous solution is added to adjust pH to 9˜10 and a lot of solid precipitated. The mixture is extracted with dichloromethane (200 mL) and the residue is extracted with ethyl acetate (3×2... Starting materials: [Al+3], C1CCOC1, [H-], [H-], [H-], [H-], [Li+], Cc1ccc(N)c(C(N)=O)c1, [Na+], [OH-], O. The product is Cc1ccc(N)c(CN)c1. As a reaction SMILES: [Al+3:13].[CH2:21]1[O:22][CH2:23][CH2:24][CH2:25]1.[H-:12].[H-:15].[H-:16].[H-:17].[Li+:14].[NH2:1][c:2]1[c:3]([C:4](=[O:5])[NH2:6])[cH:7][c:8]([CH3:11])[cH:9][cH:10]1.[Na+:20].[OH-:19].[OH2:18]>>[NH2:1][c:2]1[c:3]([CH2:4][NH2:6])[cH:7][c:8]([CH3:11])[cH:9][cH:10]1. Starting materials: CCO, CC(OC1CCCCO1)C(O)(Cn1cncn1)c1ccc(F)cc1F, Cc1ccc(S(=O)(=O)[O-])cc1, c1cc[nH+]cc1. Yields the product CC(O)C(O)(Cn1cncn1)c1ccc(F)cc1F. As a reaction SMILES: [CH3:43][CH2:44][OH:45].[F:1][c:2]1[c:3]([C:9]([CH2:10][n:11]2[n:12][cH:13][n:14][cH:15]2)([CH:16]([CH3:17])[O:18][CH:19]2[CH2:20][CH2:21][CH2:22][CH2:23][O:24]2)[OH:25])[cH:4][cH:5][c:6]([F:8])[cH:7]1.[c:26]1([CH3:27])[cH:28][cH:29][c:30]([S:31]([O-:32])(=[O:33])=[O:34])[cH:35][cH:36]1.[nH+:37]1[cH:38][cH:39][cH:40][cH:41][cH:42]1>>[F:1][c:2]1[c:3]([C:9]([CH2:10][n:11]2[n:12][cH:13][n:14][cH:15]2)([CH:16]([CH3:17])[OH:18])[OH:25])[cH:4][cH:5][c:6]([F:8])[cH:7]1. The reactants are ClC1=NC=C(C(=N1)NC1=CC=C(C=C1)OC)[N+](=O)[O-] ((2-chloro-5-nitro-pyrimidin-4-yl)-(4-methoxy-phenyl)-amine). The reagents and catalysts are [Ni] (nickel). Solvent: C1CCOC1 (THF). Product: ClC1=NC=C(C(=N1)NC1=CC=C(C=C1)OC)N (2-chloro-N4-(4-methoxy-phenyl)-pyrimidine-4,5-diamine). As a reaction SMILES: [Cl:1][C:2]1[N:7]=[C:6]([NH:8][C:9]2[CH:14]=[CH:13][C:12]([O:15][CH3:16])=[CH:11][CH:10]=2)[C:5]([N+:17]([O-])=O)=[CH:4][N:3]=1>C1COCC1.[Ni]>[Cl:1][C:2]1[N:7]=[C:6]([NH:8][C:9]2[CH:10]=[CH:11][C:12]([O:15][CH3:16])=[CH:13][CH:14]=2)[C:5]([NH2:17])=[CH:4][N:3]=1. Reported procedure: A solution of 1.86 g (6.64 mmol) (2-chloro-5-nitro-pyrimidin-4-yl)-(4-methoxy-phenyl)-amine (from example 1) in 20 ml THF is hydrogenated with 1.0 g sponge-nickel as catalyst at room temperature and under atmospheric pressure. The catalyst is filtered off; the filtrate is evaporated and dried under vacuum giving 2-chloro-N4-(4-methoxy-phenyl)-pyrimidine-4,5-diamine as grey solid; HPLC/MS (A): 1.63 min, [M+H] 251;